This data is from the Open Reaction Database (ORD), a public repository of structured organic reaction records. The task is: describe an organic reaction: reactants, conditions, products, and yield Reaction SMILES: [OH-].[Na+].C[O:4][C:5](=[O:35])[CH:6]([S:8][CH2:9][C:10]1[CH:15]=[C:14]([C:16]2[CH:21]=[CH:20][CH:19]=[C:18]([C:22]3[C:27]4[O:28][C:29]5[CH:34]=[CH:33][CH:32]=[CH:31][C:30]=5[C:26]=4[CH:25]=[CH:24][CH:23]=3)[CH:17]=2)[CH:13]=[CH:12][CH:11]=1)[CH3:7].Cl>O1CCCC1.CO.O>[CH:25]1[C:26]2[C:30]3[CH:31]=[CH:32][CH:33]=[CH:34][C:29]=3[O:28][C:27]=2[C:22]([C:18]2[CH:17]=[C:16]([CH:21]=[CH:20][CH:19]=2)[C:14]2[CH:13]=[CH:12][CH:11]=[C:10]([CH2:9][S:8][CH:6]([CH3:7])[C:5]([OH:35])=[O:4])[CH:15]=2)=[CH:23][CH:24]=1 |f:0.1|. The product is C1=CC=C(C=2OC3=C(C21)C=CC=C3)C=3C=C(C=2C=CC=C(C2)CSC(C(=O)O)C)C=CC3 (2-(3′-Dibenzofuran-4-yl-biphen-3-ylmethylsulfanyl)-propionic acid). The solvent is O1CCCC1 (tetrahydrofuran), CO (methanol), O (water). Starting materials: [OH-].[Na+] (Sodium hydroxide), COC(C(C)SCC1=CC=CC(=C1)C1=CC(=CC=C1)C1=CC=CC2=C1OC1=C2C=CC=C1)=O (methyl-2-(3′-dibenzofuran-4-yl-biphen-3-ylmethylsulfanyl)-propionate), Cl (hydrochloric acid). Procedure details: 2N Sodium hydroxide solution (0.33 mL, 0.66 mmol) was added dropwise to a stirred solution of methyl-2-(3′-dibenzofuran-4-yl-biphen-3-ylmethylsulfanyl)-propionate (100 mg, 0.22 mmol) in tetrahydrofuran (5 mL) and methanol (1 mL). The clear reaction mixture was stirred at room temperature until the reaction was complete (TLC control), and then diluted with water (5 mL), and acidified to pH 3 with 2N hydrochloric acid. The reaction mixture was extracted with ethyl acetate (2×20 mL). The combined e... Reactants: C(#N)C1=CC=C(OCCCCCCCC2=CC(=NO2)C)C=C1 (5-[7-(4-cyanophenoxy)heptyl]-3-methylisoxazole), Cl (hydrochloric acid), C(C)(=O)O (acetic acid). The solvent is O (water). Yields the product C(=O)(O)C1=CC=C(OCCCCCCCC2=CC(=NO2)C)C=C1 (5-[7-(4-carboxyphenoxy)heptyl]-3-methylisoxazole). Reaction SMILES: C(C1[CH:22]=[CH:21][C:6]([O:7][CH2:8][CH2:9][CH2:10][CH2:11][CH2:12][CH2:13][CH2:14][C:15]2[O:19][N:18]=[C:17]([CH3:20])[CH:16]=2)=[CH:5][CH:4]=1)#N.Cl.[C:24]([OH:27])(=[O:26])[CH3:25]>O>[C:24]([C:25]1[CH:22]=[CH:21][C:6]([O:7][CH2:8][CH2:9][CH2:10][CH2:11][CH2:12][CH2:13][CH2:14][C:15]2[O:19][N:18]=[C:17]([CH3:20])[CH:16]=2)=[CH:5][CH:4]=1)([OH:27])=[O:26]. Procedure details: A mixture of 3.0 g (0.01 mole) of 5-[7-(4-cyanophenoxy)heptyl]-3-methylisoxazole (Example 5), 20 ml of 20% aqueous hydrochloric acid and 20 ml of glacial acetic acid was heated at reflux for 19 hours. The reaction mixture was cooled, 20 ml of water added, and the solid product collected by filtration to give 3.0 g of 5-[7-(4-carboxyphenoxy)heptyl]-3-methylisoxazole as a colorless solid, m.p. 129°-130° C.; MIC vs. rhinovirus Type 2 in vitro=10 μg/ml. The reactants are O=C(CBr)c1ccccc1, NC(Cc1ccc(O)c(O)c1)C(=O)O. The product is NC(Cc1ccc(O)c(O)c1)C(=O)OCC(=O)c1ccccc1. As a reaction SMILES: [Br:15][CH2:16][C:17](=[O:18])[c:19]1[cH:20][cH:21][cH:22][cH:23][cH:24]1.[OH:1][c:2]1[cH:3][c:4]([CH2:9][CH:10]([NH2:11])[C:12](=[O:13])[OH:14])[cH:5][cH:6][c:7]1[OH:8]>>[OH:1][c:2]1[cH:3][c:4]([CH2:9][CH:10]([NH2:11])[C:12]([O:13][CH2:16][C:17](=[O:18])[c:19]2[cH:20][cH:21][cH:22][cH:23][cH:24]2)=[O:14])[cH:5][cH:6][c:7]1[OH:8]. RXN SMILES: C([O:3][C:4](=O)[C:5]([CH3:12])([N:7]1[CH2:11][CH2:10][CH2:9][CH2:8]1)[CH3:6])C.CO.[BH4-].[Li+]>C1COCC1>[CH3:6][C:5]([N:7]1[CH2:11][CH2:10][CH2:9][CH2:8]1)([CH3:12])[CH2:4][OH:3] |f:2.3|. The solvent is C1CCOC1 (THF). Run at temperature 4 celsius, time 18 hour. Yields the product CC(CO)(C)N1CCCC1 (2-Methyl-2-pyrrolidin-1-yl-propan-1-ol). Reactants: C(C)OC(C(C)(N1CCCC1)C)=O (2-Methyl-2-pyrrolidin-1-yl-propionic acid ethyl ester), CO (Methanol), [BH4-].[Li+] (lithium borohydride). Procedure details: 2-Methyl-2-pyrrolidin-1-yl-propionic acid ethyl ester (2.00 g, 10.8 mmol, 1 eq) was suspended in dry THF (20 mL) under Ar. Methanol (2.0 mL, 50 mmol, 5.0 eq) was added followed by cooling to 4° C. and the addition of lithium borohydride (25 mL of 2M, 50 mmol, 5.0 eq). The reaction mixture was stirred and allowed to warm to room temperature. After 18 hours, the reaction was quenched with methanol, then aqueous NaOH, and extracted with CH2Cl2 (3×). The combined organic extracts were washed with br... Starting materials: C(=O)C1=CC(=C(C(=O)NCC(F)(F)F)C=C1)C (4-formyl-2-methyl-N-(2,2,2-trifluoroethyl)benzoic acid amide), Cl.ON (hydroxyamine hydrochloride), C(C)(=O)[O-].[Na+] (sodium acetate). Run in C(C)O (ethanol), O (water). Product: ON=CC1=CC(=C(C(=O)NCC(F)(F)F)C=C1)C (4-hydroxyiminomethyl-2-methyl-N-(2,2,2-trifluoroethyl)benzoic acid amide). Isolated yield 58.9%. RXN SMILES: [CH:1]([C:3]1[CH:16]=[CH:15][C:6]([C:7]([NH:9][CH2:10][C:11]([F:14])([F:13])[F:12])=[O:8])=[C:5]([CH3:17])[CH:4]=1)=O.Cl.[OH:19][NH2:20].C([O-])(=O)C.[Na+]>C(O)C.O>[OH:19][N:20]=[CH:1][C:3]1[CH:16]=[CH:15][C:6]([C:7]([NH:9][CH2:10][C:11]([F:14])([F:13])[F:12])=[O:8])=[C:5]([CH3:17])[CH:4]=1 |f:1.2,3.4|. Reported procedure: In a solution of 0.8 g of 4-formyl-2-methyl-N-(2,2,2-trifluoroethyl)benzoic acid amide in 10 ml of ethanol and 5 ml of water, 0.3 g of hydroxyamine hydrochloride and 0.4 g of anhydrous sodium acetate were added with stirring at room temperature, and stirred at the same temperature for 30 minutes. After the completion of the reaction, the solvent was distilled off under reduced pressure, and precipitated crystal was filtered off, washed with water and dried to obtain 0.5 g of the aimed product as... Reactants: CN(C)C=CC1=C(C=C(C=C1[N+](=O)[O-])[N+](=O)[O-])[N+](=O)[O-] (β-N,N-Dimethylamino-2,4,6-trinitrostyrene), CN(C)C=CC1=C(C=C(C=C1[N+](=O)[O-])[N+](=O)[O-])N (β-N,N-Dimethylamino-2-amino-4,6-dinitrostyrene), CC1=C(C=C(C=C1[N+](=O)[O-])[N+](=O)[O-])[N+](=O)[O-] (TNT), CN(C1=CC=C(C=O)C=C1)C (4-dimethylaminobenzaldehyde). The product is C(C)N(CC)C1=CC=C(C=C1)C=CC1=C(C=C(C=C1[N+](=O)[O-])[N+](=O)[O-])[N+](=O)[O-] (β-[4-(N,N-Diethylamino)phenyl]-2,4,6-trinitrostyrene). As a reaction SMILES: CN([CH:4]=[CH:5][C:6]1[C:11]([N+:12]([O-:14])=[O:13])=[CH:10][C:9]([N+:15]([O-:17])=[O:16])=[CH:8][C:7]=1[N+:18]([O-:20])=[O:19])C.CN(C=C[C:26]1[C:31]([N+]([O-])=O)=[CH:30][C:29]([N+]([O-])=O)=[CH:28][C:27]=1[NH2:38])C.[CH3:39][C:40]1C([N+]([O-])=O)=CC([N+]([O-])=O)=CC=1[N+]([O-])=O.CN(C)[C:57]1C=CC(C=O)=C[CH:58]=1>>[CH2:39]([N:38]([C:27]1[CH:26]=[CH:31][C:30]([CH:4]=[CH:5][C:6]2[C:11]([N+:12]([O-:14])=[O:13])=[CH:10][C:9]([N+:15]([O-:17])=[O:16])=[CH:8][C:7]=2[N+:18]([O-:20])=[O:19])=[CH:29][CH:28]=1)[CH2:57][CH3:58])[CH3:40]. Procedure details: In addition to the NLO materials β-N,N-Dimethylamino-2,4,6-trinitrostyrene and β-N,N-Dimethylamino-2-amino-4,6-dinitrostyrene mentioned hereinbelow, reaction of TNT with 4-dimethylaminobenzaldehyde in place of dimethylformamide dimethylacetal yields β-[4-(N,N-Diethylamino)phenyl]-2,4,6-trinitrostyrene.